From a dataset of the Open Reaction Database (ORD), a public repository of structured organic reaction records. describe an organic reaction: reactants, conditions, products, and yield The reactants are O (water), [Na] (sodium), C(CC(=O)OCC)(=O)OCC (diethyl malonate), ClC1=C(C(=C(C=2CC(OC21)(C)C)C)C)C=CC(C)=O (4-(7-chloro-2,3-dihydro-2,2,4,5-tetramethyl-benzofuran-6-yl)-3-buten-2-one). Run in CO (methanol), CO (methanol). The product is ClC1=C(C(=C(C=2CC(OC21)(C)C)C)C)C2CC(=CC(C2)=O)O (5-(7-chloro-2,3-dihydro-2,2,4,5-tetramethylbenzofuran-6-yl)-3-hydroxycyclohex-2-en-1-one). RXN SMILES: [Na].C(OCC)(=O)[CH2:3][C:4](OCC)=[O:5].[Cl:13][C:14]1[C:22]2[O:21][C:20]([CH3:24])([CH3:23])[CH2:19][C:18]=2[C:17]([CH3:25])=[C:16]([CH3:26])[C:15]=1[CH:27]=[CH:28][C:29](=[O:31])[CH3:30].O>CO>[Cl:13][C:14]1[C:22]2[O:21][C:20]([CH3:23])([CH3:24])[CH2:19][C:18]=2[C:17]([CH3:25])=[C:16]([CH3:26])[C:15]=1[CH:27]1[CH2:3][C:4](=[O:5])[CH:30]=[C:29]([OH:31])[CH2:28]1 |^1:0|. Procedure: To a solution of 1.0 g of sodium in 30 ml of absolute methanol was added 6.5 ml of diethyl malonate and 10 g of the 4-(7-chloro-2,3-dihydro-2,2,4,5-tetramethyl-benzofuran-6-yl)-3-buten-2-one in 20 ml of absolute methanol, and refluxed for 4 hours. The reaction mixture was added 100 ml of water and concentrated under reduced pressure and then added 17 g of 20% aqueous solution of sodium hydroxide. After refluxing 1 hour, the reaction mixture was cooled to room temperature and washed with benzene.... Starting materials: OC=1C(=NC=CC1)C=1OC2=C(N1)CCCC2 (2-(3-hydroxy-2-pyridyl)-4,5,6,7-tetrahydrobenzoxazole), O (water), CS(=O)(=O)C1=NC(=CC(=N1)OC)OC (2-methanesulfonyl-4,6-dimethoxypyrimidine), C([O-])([O-])=O (carbonate). The solvent is CN(C)C=O (DMF). Product: COC1=NC(=NC(=C1)OC)OC=1C(=NC=CC1)C=1OC2=C(N1)CCCC2 (2-[3-(4,6-dimethoxypyrimidine-2-yloxy)-2-pyridyl]-4,5,6,7-tetrahydrobenzoxazole). As a reaction SMILES: [OH:1][C:2]1[C:3]([C:8]2[O:9][C:10]3[CH2:16][CH2:15][CH2:14][CH2:13][C:11]=3[N:12]=2)=[N:4][CH:5]=[CH:6][CH:7]=1.CS([C:21]1[N:26]=[C:25]([O:27][CH3:28])[CH:24]=[C:23]([O:29][CH3:30])[N:22]=1)(=O)=O.C(=O)([O-])[O-].O>CN(C=O)C>[CH3:30][O:29][C:23]1[CH:24]=[C:25]([O:27][CH3:28])[N:26]=[C:21]([O:1][C:2]2[C:3]([C:8]3[O:9][C:10]4[CH2:16][CH2:15][CH2:14][CH2:13][C:11]=4[N:12]=3)=[N:4][CH:5]=[CH:6][CH:7]=2)[N:22]=1. Procedure details: 0.12 g 2-(3-hydroxy-2-pyridyl)-4,5,6,7-tetrahydrobenzoxazole, 0.12 g 2-methanesulfonyl-4,6-dimethoxypyrimidine and 0.21 g pottasium carbonate were suspended in 3 ml DMF, and the resulting suspension was subjected to a reaction for 2 hours at 60° C. After completing the reaction, the suspension reacted was added with water and then extracted with ethyl acetate. The extract was then washed with saturated saline solution. The organic layer obtained was dried with anhydrous magnesium sulfate, and th... Starting materials: CC(C)(C)OC(=O)N1CCC2(CC1)CN(C1CCc3cc(Br)ccc31)C2, CC(=O)[O-], CCc1cnc(Cl)nc1, [K+], [K+], [K+], O=C([O-])[O-], C1COCCO1. Yields the product CCc1cnc(-c2ccc3c(c2)CCC3N2CC3(CCN(C(=O)OC(C)(C)C)CC3)C2)nc1. Reaction SMILES: [C:1]([CH3:2])([CH3:3])([CH3:4])[O:5][C:6](=[O:7])[N:8]1[CH2:9][CH2:10][C:11]2([CH2:12][N:13]([CH:15]3[CH2:16][CH2:17][c:18]4[cH:19][c:20]([Br:24])[cH:21][cH:22][c:23]43)[CH2:14]2)[CH2:25][CH2:26]1.[CH3:28][C:29](=[O:30])[O-:31].[Cl:32][c:33]1[n:34][cH:35][c:36]([CH2:39][CH3:40])[cH:37][n:38]1.[K+:27].[K+:41].[K+:42].[O-:43][C:44]([O-:45])=[O:46].[O:47]1[CH2:48][CH2:49][O:50][CH2:51][CH2:52]1>>[C:1]([CH3:2])([CH3:3])([CH3:4])[O:5][C:6](=[O:7])[N:8]1[CH2:9][CH2:10][C:11]2([CH2:12][N:13]([CH:15]3[CH2:16][CH2:17][c:18]4[cH:19][c:20](-[c:33]5[n:34][cH:35][c:36]([CH2:39][CH3:40])[cH:37][n:38]5)[cH:21][cH:22][c:23]43)[CH2:14]2)[CH2:25][CH2:26]1.